This data is from the Open Reaction Database (ORD), a public repository of structured organic reaction records. The task is: describe an organic reaction: reactants, conditions, products, and yield Reactants: BrC1=CC=C(S1)C(=O)NC1(CCCC1)C(=O)OC (methyl 1-[(5-bromo-thiophene-2-carbonyl)-amino]-cyclopentane-1-carboxylate), [OH-].[Na+] (sodium hydroxide). Run in CO (methanol). Yields the product BrC1=CC=C(S1)C(=O)NC1(CCCC1)C(=O)O (1-[(5-bromo-thiophene-2-carbonyl)-amino]-cyclopentane-1-carboxylic acid). As a reaction SMILES: [Br:1][C:2]1[S:6][C:5]([C:7]([NH:9][C:10]2([C:15]([O:17]C)=[O:16])[CH2:14][CH2:13][CH2:12][CH2:11]2)=[O:8])=[CH:4][CH:3]=1.[OH-].[Na+]>CO>[Br:1][C:2]1[S:6][C:5]([C:7]([NH:9][C:10]2([C:15]([OH:17])=[O:16])[CH2:14][CH2:13][CH2:12][CH2:11]2)=[O:8])=[CH:4][CH:3]=1 |f:1.2|. Procedure details: Prepared analogously to Example 1e from methyl 1-[(5-bromo-thiophene-2-carbonyl)-amino]-cyclopentane-1-carboxylate in methanol with 1-normal sodium hydroxide solution. Starting materials: ClC=1C=C(C=CC1)NC1=C2C(=NC=N1)NN=C2NC2=CC(=CC=C2)OC (4-(3-chloro-phenylamino)-3-(3-methoxy-phenylamino)-1H-pyrazolo[3,4-d]pyrimidine), [Cl-].[Al+3].[Cl-].[Cl-] (aluminum chloride). Run in C1=CC=CC=C1 (benzene). Reaction conditions: temperature 80 celsius. Yields the product ClC=1C=C(C=CC1)NC1=C2C(=NC=N1)NN=C2NC2=CC(=CC=C2)O (4-(3-Chloro-phenylamino)-3-(3-hydroxy-phenylamino)-1H-pyrazolo[3,4-d]-pyrimidine). As a reaction SMILES: [Cl:1][C:2]1[CH:3]=[C:4]([NH:8][C:9]2[N:14]=[CH:13][N:12]=[C:11]3[NH:15][N:16]=[C:17]([NH:18][C:19]4[CH:24]=[CH:23][CH:22]=[C:21]([O:25]C)[CH:20]=4)[C:10]=23)[CH:5]=[CH:6][CH:7]=1.[Cl-].[Al+3].[Cl-].[Cl-]>C1C=CC=CC=1>[Cl:1][C:2]1[CH:3]=[C:4]([NH:8][C:9]2[N:14]=[CH:13][N:12]=[C:11]3[NH:15][N:16]=[C:17]([NH:18][C:19]4[CH:24]=[CH:23][CH:22]=[C:21]([OH:25])[CH:20]=4)[C:10]=23)[CH:5]=[CH:6][CH:7]=1 |f:1.2.3.4|. Procedure: With the exclusion of air and moisture, a mixture of 0.5 g (1.36 mmol) of 4-(3-chloro-phenylamino)-3-(3-methoxy-phenylamino)-1H-pyrazolo[3,4-d]pyrimidine (Example 50), 0.873 g (6.55 mmol) of anhydrous aluminum chloride and 15 ml of benzene is heated at 80° C. for 9 hours. The benzene phase is then decanted off, the resinous residue is partitioned between ethyl acetate and water and the organic phase is washed with water and with a saturated solution of sodium hydrogen carbonate in water, dried o... Procedure details: Pearlman's catalyst (0.24 g) was added to an EtOH (25 ml) solution of (4aS,8aR) -tert-butyl 4-benzyldecahydroquinoxaline-1-carboxylate (2.4 g, 7.26 mmol). This suspension was stirred at room temperature for 1 hour in a hydrogen atmosphere. The catalyst was filtered through celite, and the residue was washed with EtOH. Then, the filtrate was concentrated under reduced pressure to obtain (4aS,8aR)-tert-butyl decahydroquinoxaline-1-carboxylate (1.67 g, yield: 96%) in a colorless oil form. Starting materials: C(C1=CC=CC=C1)N1CCN([C@@H]2CCCC[C@H]12)C(=O)OC(C)(C)C ((4aS,8aR) -tert-butyl 4-benzyldecahydroquinoxaline-1-carboxylate), [H][H] (hydrogen). Product: N1(CCN[C@H]2CCCC[C@@H]12)C(=O)OC(C)(C)C ((4aS,8aR)-tert-butyl decahydroquinoxaline-1-carboxylate). The yield is 95.7%. The reagents and catalysts are [OH-].[OH-].[Pd+2] (Pearlman's catalyst). The solvent is CCO (EtOH). As a reaction SMILES: C([N:8]1[C@@H:17]2[C@@H:12]([CH2:13][CH2:14][CH2:15][CH2:16]2)[N:11]([C:18]([O:20][C:21]([CH3:24])([CH3:23])[CH3:22])=[O:19])[CH2:10][CH2:9]1)C1C=CC=CC=1.[H][H]>[OH-].[OH-].[Pd+2].CCO>[N:11]1([C:18]([O:20][C:21]([CH3:24])([CH3:23])[CH3:22])=[O:19])[C@H:12]2[C@H:17]([CH2:16][CH2:15][CH2:14][CH2:13]2)[NH:8][CH2:9][CH2:10]1 |f:2.3.4|. Yields the product C(C)(C)(C)OC(NC(C\C=C\C(N([C@H](CC1=CC2=CC=CC=C2C=C1)C(N(CCC=1SC=CC1)C)=O)C)=O)(C)C)=O ((3E)-1,1-dimethyl-4-(N-methyl-N-((1R)-1-(N-methyl-N-(2-(2-thienyl)ethyl)carbamoyl)-2-(2-naphthyl)ethyl)carbamoyl)but-3-enylcarbamic acid tert-butyl ester). Run in ClCCl (dichloromethane), C(C)(=O)OCC (ethyl acetate), CN(C=O)C (N,N-dimethylformamide), ClCCl (dichloromethane). Yield: 82.8%. As a reaction SMILES: [C:1]([O:5][C:6]([NH:8][C:9]([CH3:17])([CH3:16])[CH2:10]/[CH:11]=[CH:12]/[C:13]([OH:15])=O)=[O:7])([CH3:4])([CH3:3])[CH3:2].ON1C2N=CC=CC=2N=N1.Cl.CN(C)CCCN=C=NCC.[CH3:40][N:41]([CH2:58][CH2:59][C:60]1[S:61][CH:62]=[CH:63][CH:64]=1)[C:42](=[O:57])[C@H:43]([NH:55][CH3:56])[CH2:44][C:45]1[CH:54]=[CH:53][C:52]2[C:47](=[CH:48][CH:49]=[CH:50][CH:51]=2)[CH:46]=1.C(N(C(C)C)C(C)C)C>CN(C)C=O.ClCCl.C(OCC)(=O)C>[C:1]([O:5][C:6](=[O:7])[NH:8][C:9]([CH3:17])([CH3:16])[CH2:10]/[CH:11]=[CH:12]/[C:13](=[O:15])[N:55]([CH3:56])[C@@H:43]([C:42](=[O:57])[N:41]([CH3:40])[CH2:58][CH2:59][C:60]1[S:61][CH:62]=[CH:63][CH:64]=1)[CH2:44][C:45]1[CH:54]=[CH:53][C:52]2[C:47](=[CH:48][CH:49]=[CH:50][CH:51]=2)[CH:46]=1)([CH3:2])([CH3:3])[CH3:4] |f:2.3|. Procedure: (2E)-5-tert-Butoxycarbonylamino-5-methylhex-2-enoic acid (380 mg, 1.56 mmol) was dissolved in N,N-dimethylformamide (2 ml) and dichloromethane (2 ml). 1-Hydroxy-7-azabenzotriazole (299 mg, 1.56 mmol) was added as a solid. The solution was cooled to 0° C. N-(3-dimethylaminopropyl)-N'-ethylcarbodiimide hydrochloride (380 mg, 1.56 mmol) was added. The solution was stirred for 15 min. at 0° C. A solution of (2R)-N-methyl-2-(methylamino)-3-(2-naphthyl)-N-(2-(2-thienyl)ethyl)propionamide (500 mg, 1.42... Starting materials: CN(C([C@@H](CC1=CC2=CC=CC=C2C=C1)NC)=O)CCC=1SC=CC1 ((2R)-N-methyl-2-(methylamino)-3-(2-naphthyl)-N-(2-(2-thienyl)ethyl)propionamide), C(C)N(C(C)C)C(C)C (Ethyldiisopropylamine), C(C)(C)(C)OC(=O)NC(C/C=C/C(=O)O)(C)C ((2E)-5-tert-Butoxycarbonylamino-5-methylhex-2-enoic acid), ON1N=NC2=C1N=CC=C2 (1-Hydroxy-7-azabenzotriazole), Cl.CN(CCCN=C=NCC)C (N-(3-dimethylaminopropyl)-N'-ethylcarbodiimide hydrochloride). Reaction conditions: temperature 0 celsius, time 15 minute. Reactants: CON(C(C1=CC=C(C=C1)OCC1=NC2=CC=CC=C2C=C1)=O)C (N-Methoxy-N-methyl-4-(quinolin-2-ylmethoxy)-benzamide), C(C1=CC=CC=C1)OC1=CC=C(C(=O)O)C=C1 (4-benzyloxy benzoic acid). Product: C(C1=CC=CC=C1)OC1=CC=C(C(=O)N(C)OC)C=C1 (4-benzyloxy-N-methoxy-N -methyl-benzamide). Reaction SMILES: [CH3:1][O:2][N:3]([CH3:24])[C:4](=[O:23])[C:5]1[CH:10]=[CH:9][C:8]([O:11][CH2:12][C:13]2[CH:22]=[CH:21][C:20]3[C:15](=[CH:16]C=CC=3)N=2)=[CH:7][CH:6]=1.C(OC1C=CC(C(O)=O)=CC=1)C1C=CC=CC=1>>[CH2:12]([O:11][C:8]1[CH:7]=[CH:6][C:5]([C:4]([N:3]([O:2][CH3:1])[CH3:24])=[O:23])=[CH:10][CH:9]=1)[C:13]1[CH:22]=[CH:21][CH:20]=[CH:15][CH:16]=1. Procedure details: Following the procedure for the preparation of N-Methoxy-N-methyl-4-(quinolin-2-ylmethoxy)-benzamide but substituting 4-benzyloxy benzoic acid provided the title compound as a waxy solid. MS: (M+H m/z=272.3). Starting materials: FC(C=1C=C(C=C(C1)C(F)(F)F)[C@@H](C)O[C@@H]1[C@H]([C@@H](CC1)N)C1=CC=CC=C1)(F)F (1-(S)-(1-(R)-(3,5-Bis(trifluoromethyl)phenyl)ethoxy)-2-(S)-phenyl-3-(R)-aminocyclopentane), ICC(=O)N (iodoacetamide). The product is FC(C=1C=C(C=C(C1)C(F)(F)F)[C@@H](C)O[C@@H]1[C@H]([C@@H](CC1)NCC(=O)N)C1=CC=CC=C1)(F)F (1-(S)-(1-(R)-(3,5-Bis(trifluoromethyl)phenyl)ethoxy)-2-(S)-phenyl-3-(R)-(aminocarbonylmethylamino)cyclopentane). Reaction SMILES: [F:1][C:2]([F:29])([F:28])[C:3]1[CH:4]=[C:5]([C@H:13]([O:15][C@H:16]2[CH2:20][CH2:19][C@@H:18]([NH2:21])[C@@H:17]2[C:22]2[CH:27]=[CH:26][CH:25]=[CH:24][CH:23]=2)[CH3:14])[CH:6]=[C:7]([C:9]([F:12])([F:11])[F:10])[CH:8]=1.I[CH2:31][C:32]([NH2:34])=[O:33]>>[F:1][C:2]([F:28])([F:29])[C:3]1[CH:4]=[C:5]([C@H:13]([O:15][C@H:16]2[CH2:20][CH2:19][C@@H:18]([NH:21][CH2:31][C:32]([NH2:34])=[O:33])[C@@H:17]2[C:22]2[CH:27]=[CH:26][CH:25]=[CH:24][CH:23]=2)[CH3:14])[CH:6]=[C:7]([C:9]([F:12])([F:11])[F:10])[CH:8]=1. Reported procedure: The title compound was prepared using the amine from Example 28 and iodoacetamide using essentially the same procedure as Example 10. Mass spec (NH3 /CI): 475 (M+1). The reactants are S(=O)(=O)(Cl)Cl (sulfuryl chloride), ClC1=C(NC=2C(=CSC2)CC(=O)O)C(=CC=C1)Cl (4-(2,6-dichloroanilino)-3-thiophenacetic acid), [OH-].[Na+] (NaOH), S(=O)([O-])S(=O)[O-].[Na+].[Na+] (sodium dithionite). Solvent: C(Cl)Cl (methylene chloride), C(Cl)Cl (methylene chloride). Conditions: time 10 minute. Yields the product ClC1=C(C(=CS1)CC(=O)O)NC1=C(C=CC=C1Cl)Cl (5-chloro-4-(2,6-dichloroanilino)-3-thiophenacetic acid). As a reaction SMILES: S(Cl)([Cl:4])(=O)=O.[Cl:6][C:7]1[CH:22]=[CH:21][CH:20]=[C:19]([Cl:23])[C:8]=1[NH:9][C:10]1[C:11]([CH2:15][C:16]([OH:18])=[O:17])=[CH:12][S:13][CH:14]=1.[OH-].[Na+].S(S([O-])=O)([O-])=O.[Na+].[Na+]>C(Cl)Cl>[Cl:4][C:14]1[S:13][CH:12]=[C:11]([CH2:15][C:16]([OH:18])=[O:17])[C:10]=1[NH:9][C:8]1[C:19]([Cl:23])=[CH:20][CH:21]=[CH:22][C:7]=1[Cl:6] |f:2.3,4.5.6|. Reported procedure: 1.35 g (10 mmoles) of sulfuryl chloride in 20 ml of methylene chloride are added dropwise to a solution of 3.02 g (10 mmoles) of 4-(2,6-dichloroanilino)-3-thiophenacetic acid in 15 ml of methylene chloride at -15°. After 10 minutes, 10 ml each of 2 N NaOH and 10 percent strength (aq) sodium dithionite solution are added. The aqueous phase is separated off, acidified and extracted with ethyl acetate, and the product phase is dried and concentrated. Recrystallization of the residue from cyclohexan...